From a dataset of the Open Reaction Database (ORD), a public repository of structured organic reaction records. describe an organic reaction: reactants, conditions, products, and yield Reactants: C(C)(=O)[O-].[K+] (potassium acetate), ClC1=NC(=NC=C1C(=O)OCC)[C@@H]1CC[C@H](CC1)CCC (ethyl trans-4-chloro-2-(4-propylcyclohexyl)-5-pyrimidinecarboxylate), [H][H] (hydrogen). Reagents/catalysts: [Pd] (palladium/carbon). The solvent is C(C)O (ethanol). Yields the product C(CC)[C@@H]1CC[C@H](CC1)C1=NC=C(C=N1)C(=O)OCC (ethyl trans-2-(4-propylcyclohexyl)-5-pyrimidinecarboxylate). Reaction SMILES: Cl[C:2]1[C:7]([C:8]([O:10][CH2:11][CH3:12])=[O:9])=[CH:6][N:5]=[C:4]([C@H:13]2[CH2:18][CH2:17][C@H:16]([CH2:19][CH2:20][CH3:21])[CH2:15][CH2:14]2)[N:3]=1.C([O-])(=O)C.[K+].[H][H]>C(O)C.[Pd]>[CH2:19]([C@H:16]1[CH2:15][CH2:14][C@H:13]([C:4]2[N:3]=[CH:2][C:7]([C:8]([O:10][CH2:11][CH3:12])=[O:9])=[CH:6][N:5]=2)[CH2:18][CH2:17]1)[CH2:20][CH3:21] |f:1.2|. Procedure details: 31.1 g of ethyl trans-4-chloro-2-(4-propylcyclohexyl)-5-pyrimidinecarboxylate are dissolved in 350 ml of ethanol and, after adding 14.1 g of potassium acetate and 2.56 g of palladium/carbon (5% by weight), the mixture is hydrogenated at room temperature until 0.10-0.11 mol of hydrogen have been taken up. The mixture is suction filtered, back-washed with methylene chloride and evaporated in vacuo. Thereby, there are obtained 35.6 g of crude, partly crystalline ethyl trans-2-(4-propylcyclohexyl)-5... Reactants: OC1=C(C=CC=C1)CCC1=CC(=C(C=C1)Cl)Cl (2-hydroxy-3',4'-dichlorobibenzyl), [H-].[Na+] (sodium hydride), [OH-].[Na+] (NaOH), CN(CCCCl)C (3-dimethylaminopropyl chloride). Run in CN(C=O)C (dimethylformamide). Conditions: temperature 60 celsius, time 30 minute. Yields the product Cl.CN(CCCOC1=C(C=CC=C1)CCC1=CC(=C(C=C1)Cl)Cl)C (2-(3-dimethylaminopropoxy)-3',4'-dichlorobibenzyl hydrochloride). The yield is 142.9%. As a reaction SMILES: [OH:1][C:2]1[CH:7]=[CH:6][CH:5]=[CH:4][C:3]=1[CH2:8][CH2:9][C:10]1[CH:15]=[CH:14][C:13]([Cl:16])=[C:12]([Cl:17])[CH:11]=1.[H-].[Na+].[CH3:20][N:21]([CH3:26])[CH2:22][CH2:23][CH2:24]Cl.[OH-].[Na+]>CN(C)C=O>[ClH:16].[CH3:20][N:21]([CH3:26])[CH2:22][CH2:23][CH2:24][O:1][C:2]1[CH:7]=[CH:6][CH:5]=[CH:4][C:3]=1[CH2:8][CH2:9][C:10]1[CH:15]=[CH:14][C:13]([Cl:16])=[C:12]([Cl:17])[CH:11]=1 |f:1.2,4.5,7.8|. Procedure: To a solution of 2.5 g of 2-hydroxy-3',4'-dichlorobibenzyl in 10 ml of dimethylformamide was added 0.23 g of sodium hydride under cooling. The mixture was stirred for 30 minutes and to this was added dropwise 2.2 g of 3-dimethylaminopropyl chloride. The reaction mixture was warmed to about 60° C. and then stirred for 5 hours. Upon completion of the reaction, 2N-NaOH aqueous solution was added, and the product was extracted with ether. The ether extract was washed well with saturated sodium chlor... The reactants are O=C1CCC(=O)N1Br, O=C([O-])O, CN(C)CCCC1c2ccccc2OC12CCCCCC2, CO, Cl, [Na+], O. The product is CN(C)CCCC1c2cc(Br)ccc2OC12CCCCCC2, Cl. RXN SMILES: [Br:23][N:24]1[C:25](=[O:26])[CH2:27][CH2:28][C:29]1=[O:30].[C:32](=[O:33])([OH:34])[O-:35].[CH3:2][N:3]([CH2:4][CH2:5][CH2:6][CH:7]1[C:8]2([O:9][c:10]3[c:11]1[cH:12][cH:13][cH:14][cH:15]3)[CH2:16][CH2:17][CH2:18][CH2:19][CH2:20][CH2:21]2)[CH3:22].[CH3:37][OH:38].[ClH:1].[Na+:36].[OH2:31]>>[CH3:2][N:3]([CH2:4][CH2:5][CH2:6][CH:7]1[C:8]2([O:9][c:10]3[c:11]1[cH:12][c:13]([Br:23])[cH:14][cH:15]3)[CH2:16][CH2:17][CH2:18][CH2:19][CH2:20][CH2:21]2)[CH3:22].[ClH:1]. Starting materials: CC(C)(C)OC(=O)CC(=O)CCC1CC(=O)N1OCc1ccccc1, CCOC(C)=O. Product: CC(C)(C)OC(=O)CC(=O)CCC1CC(=O)N1O. RXN SMILES: [CH2:1]([c:2]1[cH:3][cH:4][cH:5][cH:6][cH:7]1)[O:8][N:9]1[C:10](=[O:25])[CH2:11][CH:12]1[CH2:13][CH2:14][C:15]([CH2:16][C:17](=[O:18])[O:19][C:20]([CH3:21])([CH3:22])[CH3:23])=[O:24].[CH3:26][CH2:27][O:28][C:29]([CH3:30])=[O:31]>>[OH:8][N:9]1[C:10](=[O:25])[CH2:11][CH:12]1[CH2:13][CH2:14][C:15]([CH2:16][C:17](=[O:18])[O:19][C:20]([CH3:21])([CH3:22])[CH3:23])=[O:24]. Starting materials: COC(=O)C(N)Cc1ccc(NC(=O)c2c(Cl)cccc2Cl)cc1, CS(=O)(=O)c1ccc(C(=O)O)c(Cl)c1. The product is COC(=O)C(Cc1ccc(NC(=O)c2c(Cl)cccc2Cl)cc1)NC(=O)c1ccc(S(C)(=O)=O)cc1Cl. As a reaction SMILES: [CH3:1][O:2][C:3]([CH:4]([NH2:5])[CH2:6][c:7]1[cH:8][cH:9][c:10]([NH:13][C:14](=[O:15])[c:16]2[c:17]([Cl:23])[cH:18][cH:19][cH:20][c:21]2[Cl:22])[cH:11][cH:12]1)=[O:24].[Cl:25][c:26]1[c:27]([C:28](=[O:29])[OH:30])[cH:31][cH:32][c:33]([S:35](=[O:36])(=[O:37])[CH3:38])[cH:34]1>>[CH3:1][O:2][C:3]([CH:4]([NH:5][C:28]([c:27]1[c:26]([Cl:25])[cH:34][c:33]([S:35](=[O:36])(=[O:37])[CH3:38])[cH:32][cH:31]1)=[O:29])[CH2:6][c:7]1[cH:8][cH:9][c:10]([NH:13][C:14](=[O:15])[c:16]2[c:17]([Cl:23])[cH:18][cH:19][cH:20][c:21]2[Cl:22])[cH:11][cH:12]1)=[O:24]. The reactants are FC1=NC(=C2N=CN(C2=N1)CCC1=CC(=CC=C1)O)NC1=CC=C(C=C1)C([PH2]=O)(O)P(O)(O)=O ([(4-{2-Fluoro-9-[2-(3-hydroxy-phenyl)-ethyl]-9H -purin-6-ylamino}-phenyl)-hydroxy-phosphinoylmethyl]-phosphonic acid), C(C)O (ethanol), [H-].[Na+] (sodium hydride), C(C)O (ethanol). Reaction conditions: temperature 0 celsius, time 10 minute. Yields the product C(C)OC1=NC(=C2N=CN(C2=N1)CCC1=CC(=CC=C1)O)NC1=CC=C(C=C1)C([PH2]=O)(O)P(O)(O)=O ([(4-{2-Ethoxy-9-[2-(3-hydroxy-phenyl)-ethyl]-9H-purin-6-ylamino}-phenyl)-hydroxy-phosphinoylmethyl]-phosphonic Acid). As a reaction SMILES: [H-].[Na+].F[C:4]1[N:12]=[C:11]2[C:7]([N:8]=[CH:9][N:10]2[CH2:13][CH2:14][C:15]2[CH:20]=[CH:19][CH:18]=[C:17]([OH:21])[CH:16]=2)=[C:6]([NH:22][C:23]2[CH:28]=[CH:27][C:26]([C:29]([P:33](=[O:36])([OH:35])[OH:34])([OH:32])[PH2:30]=[O:31])=[CH:25][CH:24]=2)[N:5]=1.[CH2:37]([OH:39])[CH3:38]>>[CH2:37]([O:39][C:4]1[N:12]=[C:11]2[C:7]([N:8]=[CH:9][N:10]2[CH2:13][CH2:14][C:15]2[CH:20]=[CH:19][CH:18]=[C:17]([OH:21])[CH:16]=2)=[C:6]([NH:22][C:23]2[CH:28]=[CH:27][C:26]([C:29]([P:33](=[O:36])([OH:35])[OH:34])([OH:32])[PH2:30]=[O:31])=[CH:25][CH:24]=2)[N:5]=1)[CH3:38] |f:0.1|. Procedure: To a cooled flask (0° C.) under an atmosphere of N2 containing 0.096 g (4.02 mmol) of sodium hydride was added 2.0 mL of absolute ethanol. After the effervescence had ceased, the solution was transferred via pipette to a cooled (0° C.) pressure flask, under an atmosphere of N2, containing a mixture of [(4-{2-Fluoro-9-[2-(3-hydroxy-phenyl)-ethyl]-9H -purin-6-ylamino}-phenyl)-hydroxy-phosphinoylmethyl]-phosphonic acid (0.199 g, 0.39 mmol) in 2.0 mL of absolute ethanol. Upon sealing the reaction ve... The reactants are CCO, CN1CCCN(c2ccc([N+](=O)[O-])cc2)CC1. The product is CN1CCCN(c2ccc(N)cc2)CC1. RXN SMILES: [CH3:18][CH2:19][OH:20].[CH3:1][N:2]1[CH2:3][CH2:4][N:5]([c:9]2[cH:10][cH:11][c:12]([N+:15]([O-:16])=[O:17])[cH:13][cH:14]2)[CH2:6][CH2:7][CH2:8]1>>[CH3:1][N:2]1[CH2:3][CH2:4][N:5]([c:9]2[cH:10][cH:11][c:12]([NH2:15])[cH:13][cH:14]2)[CH2:6][CH2:7][CH2:8]1.